This data is from the Open Reaction Database (ORD), a public repository of structured organic reaction records. The task is: describe an organic reaction: reactants, conditions, products, and yield Reactants: C1(=CC=CC=C1)C=1C(=NC2=CC=C(C=C2N1)C(=O)OC)N1CCCCC1 (methyl 3-phenyl-2-(piperidin-1-yl)quinoxaline-6-carboxylate), [OH-].[Na+] (sodium hydroxide), Cl (hydrogen chloride). The solvent is CO (methanol). Reaction conditions: temperature 50 celsius, time 8 hour. The product is C1(=CC=CC=C1)C=1C(=NC2=CC=C(C=C2N1)C(=O)O)N1CCCCC1 (3-Phenyl-2-(piperidin-1-yl)quinoxaline-6-carboxylic acid). As a reaction SMILES: [C:1]1([C:7]2[C:8]([N:21]3[CH2:26][CH2:25][CH2:24][CH2:23][CH2:22]3)=[N:9][C:10]3[C:15]([N:16]=2)=[CH:14][C:13]([C:17]([O:19]C)=[O:18])=[CH:12][CH:11]=3)[CH:6]=[CH:5][CH:4]=[CH:3][CH:2]=1.[OH-].[Na+].Cl>CO>[C:1]1([C:7]2[C:8]([N:21]3[CH2:26][CH2:25][CH2:24][CH2:23][CH2:22]3)=[N:9][C:10]3[C:15]([N:16]=2)=[CH:14][C:13]([C:17]([OH:19])=[O:18])=[CH:12][CH:11]=3)[CH:2]=[CH:3][CH:4]=[CH:5][CH:6]=1 |f:1.2|. Procedure details: Into a 50-mL round-bottom flask, was placed a solution of methyl 3-phenyl-2-(piperidin-1-yl)quinoxaline-6-carboxylate (170.9 mg, 0.49 mmol, 1.00 equiv) in methanol (12 mL), sodium hydroxide (98.5 mg, 2.46 mmol, 5.00 equiv). The resulting solution was stirred overnight at 50° C. in an oil bath. The pH value of the solution was adjusted to 3-4 with 1N hydrogen chloride. The resulting mixture was concentrated under vacuum. The resulting mixture was washed with methanol. This resulted in 86 mg (52%)...